Dataset: the Open Reaction Database (ORD), a public repository of structured organic reaction records. Task: describe an organic reaction: reactants, conditions, products, and yield Procedure: 3-(2,4-Dichlorophenyl)-3-hydroxy-4-(1H-1,2,4-triazol-1-yl)butyrimidic acid, ethyl ester dihydrochloride (3.42 g) was suspended in 1,2-dichlorobenzene (35 ml) and the mixture was heated to the reflux temperature of the solvent [178° C.). After refluxing for five minutes, a solution was obtained. Refluxing was then continued for an additional 10 minutes. The reaction mixture was cooled, evaporated, and the resulting gum was triturated with hexane and heated with acetone. On cooling a cream-colored... Conditions: temperature 178 celsius, time 10 minute. Starting materials: Cl.Cl.ClC1=C(C=CC(=C1)Cl)C(CC(OCC)=N)(CN1N=CN=C1)O (3-(2,4-Dichlorophenyl)-3-hydroxy-4-(1H-1,2,4-triazol-1-yl)butyrimidic acid, ethyl ester dihydrochloride). Run in ClC1=C(C=CC=C1)Cl (1,2-dichlorobenzene). RXN SMILES: Cl.Cl.[Cl:3][C:4]1[CH:9]=[C:8]([Cl:10])[CH:7]=[CH:6][C:5]=1[C:11]([OH:24])([CH2:18][N:19]1[CH:23]=[N:22][CH:21]=[N:20]1)[CH2:12][C:13](=[NH:17])[O:14]CC>ClC1C=CC=CC=1Cl>[C:13]([CH2:12][C:11]([C:5]1[CH:6]=[CH:7][C:8]([Cl:10])=[CH:9][C:4]=1[Cl:3])([OH:24])[CH2:18][N:19]1[CH:23]=[N:22][CH:21]=[N:20]1)(=[O:14])[NH2:17] |f:0.1.2|. The product is C(N)(=O)CC(CN1N=CN=C1)(O)C1=C(C=C(C=C1)Cl)Cl (1-Carbamoyl-2-(2,4-dichlorophenyl)-3-(1H-1,2,4-triazol-1-yl)propan-2-ol). Starting materials: [OH-].[Na+] (sodium hydroxide), C1=CC=CC=C1 (benzene), BrC1=CC=C(N)C=C1 (4-bromoaniline), C(C=C)Br (allyl bromide). Reagents/catalysts: [Br-].C(CCCCCCCCCCCCC)[N+](C)(C)C (tetradecyl trimethyl ammonium bromide). The solvent is O (water). Reaction conditions: time 87 hour. Product: C(C=C)N(C1=CC=C(C=C1)Br)CC=C (N,N-diallyl-4-bromoaniline). Reaction SMILES: [OH-].[Na+].[CH:3]1[CH:8]=CC=C[CH:4]=1.[Br:9][C:10]1[CH:16]=[CH:15][C:13]([NH2:14])=[CH:12][CH:11]=1.[CH2:17](Br)[CH:18]=[CH2:19]>O.[Br-].C([N+](C)(C)C)CCCCCCCCCCCCC>[CH2:8]([N:14]([CH2:19][CH:18]=[CH2:17])[C:13]1[CH:15]=[CH:16][C:10]([Br:9])=[CH:11][CH:12]=1)[CH:3]=[CH2:4] |f:0.1,6.7|. Reported procedure: To a solution of 150 g of sodium hydroxide pastilles in 300 ml of water was added at room temperature a solution of 300 ml of benzene, 11.8 g of tetradecyl trimethyl ammonium bromide, 60.2 g of 4-bromoaniline and 60 ml of allyl bromide and the mixture was stirred at room temperature for 87 hours and was then extracted with ethyl acetate. The organic phase was washed with water, dried and evaporated to dryness under reduced pressure. The 89 g of oil residue was chromatographed over silica gel and... The reactants are C(C)OC(=O)NC1=NC(=NS1)CC(=O)OC (methyl 2-(5-ethoxycarbonylamino-1,2,4-thiadiazol-3-yl)acetate), BrBr (bromine). Run in CO (methanol), CO (methanol). Reaction conditions: temperature 0 celsius, time 2 hour. Yields the product C(C)OC(=O)NC1=NC(=NS1)C(C(=O)OC)Br (Methyl 2-(5-Ethoxycarbonylamino-1,2,4-thiadiazol-3-yl)-bromoacetate). Yield: 86.7%. RXN SMILES: [CH2:1]([O:3][C:4]([NH:6][C:7]1[S:11][N:10]=[C:9]([CH2:12][C:13]([O:15][CH3:16])=[O:14])[N:8]=1)=[O:5])[CH3:2].[Br:17]Br>CO>[CH2:1]([O:3][C:4]([NH:6][C:7]1[S:11][N:10]=[C:9]([CH:12]([Br:17])[C:13]([O:15][CH3:16])=[O:14])[N:8]=1)=[O:5])[CH3:2]. Reported procedure: Into a 1 L round bottom flask was charged methyl 2-(5-ethoxycarbonylamino-1,2,4-thiadiazol-3-yl)acetate (50.0 g, 0.204 mol, 1.0 eq) followed by methanol (500 mL). The resulting slurry was cooled to 0° C. To the cooled slurry was charged a pre-made solution of bromine (9.9 mL, 0.194 mol, 0.95 eq) in methanol (100 mL) dropwise over 30 minutes maintaining the temperature between 0-5° C. The cold bath was removed and the solution was allowed to warm to room temperature and stirred for two hours. Pro...